Dataset: the Open Reaction Database (ORD), a public repository of structured organic reaction records. Task: describe an organic reaction: reactants, conditions, products, and yield Reactants: C1CCOC1, COC(=O)c1ccc(O)cn1, Cc1onc(-c2ccc(F)cn2)c1CO, CCOC(=O)N=NC(=O)OCC, c1ccc(P(c2ccccc2)c2ccccc2)cc1. Product: COC(=O)c1ccc(OCc2c(-c3ccc(F)cn3)noc2C)cn1. RXN SMILES: [CH2:58]1[O:59][CH2:60][CH2:61][CH2:62]1.[CH3:16][O:17][C:18](=[O:19])[c:20]1[n:21][cH:22][c:23]([OH:26])[cH:24][cH:25]1.[F:1][c:2]1[cH:3][cH:4][c:5](-[c:8]2[n:9][o:10][c:11]([CH3:15])[c:12]2[CH2:13][OH:14])[n:6][cH:7]1.[O:46]=[C:47]([O:48][CH2:49][CH3:50])[N:51]=[N:52][C:53]([O:54][CH2:55][CH3:56])=[O:57].[c:27]1([P:28]([c:29]2[cH:30][cH:31][cH:32][cH:33][cH:34]2)[c:35]2[cH:36][cH:37][cH:38][cH:39][cH:40]2)[cH:41][cH:42][cH:43][cH:44][cH:45]1>>[F:1][c:2]1[cH:3][cH:4][c:5](-[c:8]2[n:9][o:10][c:11]([CH3:15])[c:12]2[CH2:13][O:14][c:23]2[cH:22][n:21][c:20]([C:18]([O:17][CH3:16])=[O:19])[cH:25][cH:24]2)[n:6][cH:7]1. Reaction SMILES: [CH3:50][OH:51].[CH:1](=[CH:2][c:3]1[cH:4][cH:5][cH:6][cH:7][cH:8]1)[c:9]1[n:10][c:11]2[c:12]([nH:13]1)[cH:14][cH:15][cH:16][cH:17]2.[Cl:18][c:19]1[n:20][c:21]([CH3:25])[cH:22][cH:23][cH:24]1.[ClH:49].[n:26]1[cH:27][cH:28][cH:29][cH:30][c:31]1-[n:32]1[c:33]2[cH:34][cH:35][cH:36][cH:37][c:38]2[n:39][c:40]1[CH:41]=[CH:42][c:43]1[cH:44][cH:45][cH:46][cH:47][cH:48]1>>[CH:1](=[CH:2][c:3]1[cH:4][cH:5][cH:6][cH:7][cH:8]1)[c:9]1[n:10][c:11]2[c:12]([n:13]1-[c:19]1[n:20][c:21]([CH3:25])[cH:22][cH:23][cH:24]1)[cH:14][cH:15][cH:16][cH:17]2.[ClH:18]. Product: Cc1cccc(-n2c(C=Cc3ccccc3)nc3ccccc32)n1, Cl. The reactants are CO, C(=Cc1nc2ccccc2[nH]1)c1ccccc1, Cc1cccc(Cl)n1, Cl, C(=Cc1nc2ccccc2n1-c1ccccn1)c1ccccc1. Reactants: CCC(=O)C1=CC=C(C=C1)C(F)(F)F (4-(trifluoromethyl)propiophenone), CC(C)([O-])C.[K+] (potassium tert-butoxide). Reagents/catalysts: [Br-].C[P+](C1=CC=CC=C1)(C1=CC=CC=C1)C1=CC=CC=C1 (methyltriphenylphosphonium bromide). The solvent is C1CCOC1 (THF), C1CCOC1 (THF), C1CCOC1 (THF). Run at time 2 hour. Yields the product C=C(CC)C1=CC=C(C=C1)C(F)(F)F (1-(1-Methylenepropyl)-4-(trifluoromethyl)-benzene). Reaction SMILES: [CH3:1]C(C)([O-])C.[K+].[CH3:7][CH2:8][C:9]([C:11]1[CH:16]=[CH:15][C:14]([C:17]([F:20])([F:19])[F:18])=[CH:13][CH:12]=1)=O>[Br-].C[P+](C1C=CC=CC=1)(C1C=CC=CC=1)C1C=CC=CC=1.C1COCC1>[CH2:1]=[C:9]([C:11]1[CH:16]=[CH:15][C:14]([C:17]([F:20])([F:19])[F:18])=[CH:13][CH:12]=1)[CH2:8][CH3:7] |f:0.1,3.4|. Procedure details: To a stirred suspension of methyltriphenylphosphonium bromide (3.53 g, 9.89 mmol) in THF (30 ml) was added potassium tert-butoxide (1.11 g, 9.89 mmol) in THF (10 ml) dropwise at 0° C. and the mixture was stirred at ambient temperature for 2 hours. Then, to this mixture was added 4-(trifluoromethyl)propiophenone (Aldrich, 1.00 g, 4.95 mmol) in THF (10 ml) at 0° C. and stirred at ambient temperature for 2 hours. The reaction was quenched with small amount of water and evaporated to remove the solv... Starting materials: FCC(C#N)(CCCO)N1C(C=2C(C1=O)=CC=CC2)=O (2-fluoromethyl-2-phthalimido-5-hydroxypentanenitrile), N1=CC=CC=C1 (pyridine), CS(=O)(=O)Cl (methanesulfonylchloride). The solvent is ClCCl (dichloromethane), ClCCl (dichloromethane). Run at time 8 hour. Product: FCC(C#N)(CCCOS(=O)(=O)C)N1C(C=2C(C1=O)=CC=CC2)=O (2-fluoromethyl-2-phthalimido-5-methanesulfonyloxypentanenitrile). Yield: 86.5%. Reaction SMILES: [F:1][CH2:2][C:3]([N:10]1[C:14](=[O:15])[C:13]2=[CH:16][CH:17]=[CH:18][CH:19]=[C:12]2[C:11]1=[O:20])([CH2:6][CH2:7][CH2:8][OH:9])[C:4]#[N:5].N1C=CC=CC=1.[CH3:27][S:28](Cl)(=[O:30])=[O:29]>ClCCl>[F:1][CH2:2][C:3]([N:10]1[C:14](=[O:15])[C:13]2=[CH:16][CH:17]=[CH:18][CH:19]=[C:12]2[C:11]1=[O:20])([CH2:6][CH2:7][CH2:8][O:9][S:28]([CH3:27])(=[O:30])=[O:29])[C:4]#[N:5]. Procedure: A mixture of 2-fluoromethyl-2-phthalimido-5-hydroxypentanenitrile (42.8 g), dry pyridine (170 ml), and dry dichloromethane (350 ml) is stirred and cooled with ice/salt mixture. Freshly distilled methanesulfonylchloride (15.7 g) in dichloromethane (200 ml) is slowly added, and stirring is continued at room temperature overnight. The mixture is then poured onto ice/2N HCl, and the organic phase is extracted subsequently with 1N HCl, water, 10% sodium bicarbonate, and water (3×). Drying (MgSO4), tr... As a reaction SMILES: [Br:1][C:2]1[C:10]([CH3:11])=[CH:9][C:5]([C:6]([OH:8])=[O:7])=[C:4]([OH:12])[CH:3]=1.S(Cl)(Cl)=O.[CH2:17](Cl)Cl.O>CO>[Br:1][C:2]1[C:10]([CH3:11])=[CH:9][C:5]([C:6]([O:8][CH3:17])=[O:7])=[C:4]([OH:12])[CH:3]=1. Product: BrC1=CC(=C(C(=O)OC)C=C1C)O (Methyl 4-bromo-2-hydroxy-5-methylbenzoate). Procedure details: To a solution of 4-bromo-2-hydroxy-5-methylbenzoic acid (may be prepared as described in Description 13; 1.47 g, 6.36 mmol) in methanol (15 ml) was added thionyl chloride (0.93 ml, 12.72 mmol). The reaction was heated at 50° C. for 72 hours, then DCM (20 ml) and water (10 ml) were added. The organic layer was separated and washed with saturated NaHCO3 solution (10 ml), dried (MgSO4) and the solvent removed in vacuo to yield the title compound as a white solid. 1.2 g. Solvent: CO (methanol). Run at temperature 50 celsius. Reactants: BrC1=CC(=C(C(=O)O)C=C1C)O (4-bromo-2-hydroxy-5-methylbenzoic acid), S(=O)(Cl)Cl (thionyl chloride), C(Cl)Cl (DCM), O (water). The reactants are [H-].[Na+] (sodium hydride), C(C)O (ethanol), NC1=NC(=CC=C1[N+](=O)[O-])Cl (2-amino-6-chloro-3-nitropyridine). Run at time 10 minute. Product: NC1=NC(=CC=C1[N+](=O)[O-])OCC (2-Amino-6-ethoxy-3-nitropyridine). RXN SMILES: [H-].[Na+].[NH2:3][C:4]1[C:9]([N+:10]([O-:12])=[O:11])=[CH:8][CH:7]=[C:6](Cl)[N:5]=1.[CH2:14]([OH:16])[CH3:15]>>[NH2:3][C:4]1[C:9]([N+:10]([O-:12])=[O:11])=[CH:8][CH:7]=[C:6]([O:16][CH2:14][CH3:15])[N:5]=1 |f:0.1|. Reported procedure: 2.4 g of 60% sodium hydride was slowly added to 100 ml of ethanol and stirred as it was at room temperature for 10 minutes. 10 g of 2-amino-6-chloro-3-nitropyridine was added thereto and reacted at room temperature for 30 minutes. After concentration, water was added thereto, and it was extracted with ethyl acetate. It was washed with water and brine sucsessively, and dried over anhydrous sodium sulfate. After concentration, 9.7 g of the title compound was obtained. Reactants: C1(=CC=CC=C1)C (toluene), NC1=C(C(=O)OC(C)(C)C)C=CC(=C1)C1=CC=CC=C1 (tert-butyl 2-amino-4-phenylbenzoate), FC1=CC=C(C=C1)I (1-fluoro-4-iodobenzene), C([O-])([O-])=O.[Cs+].[Cs+] (cesium carbonate). Reagents/catalysts: C(C)(=O)[O-].[Pd+2].C(C)(=O)[O-] (palladium acetate), C1(=CC=CC=C1)P(C1=C(C2=CC=CC=C2C=C1)C1=C(C=CC2=CC=CC=C12)P(C1=CC=CC=C1)C1=CC=CC=C1)C1=CC=CC=C1 (rac-2,2′-bis(diphenylphosphino)-1,1′-binaphthyl), C(C)(=O)[O-].[Pd+2].C(C)(=O)[O-] (palladium acetate), C1(=CC=CC=C1)P(C1=C(C2=CC=CC=C2C=C1)C1=C(C=CC2=CC=CC=C12)P(C1=CC=CC=C1)C1=CC=CC=C1)C1=CC=CC=C1 (rac-2,2′-bis(diphenylphosphino)-1,1′-binaphthyl). Run in C(C)(=O)OCC (ethyl acetate), O (water). Yields the product FC1=CC=C(NC2=C(C(=O)OC(C)(C)C)C=CC(=C2)C2=CC=CC=C2)C=C1 (tert-butyl 2-(4-fluoroanilino)-4-phenylbenzoate). Reaction SMILES: C1(C)C=CC=CC=1.[NH2:8][C:9]1[CH:21]=[C:20]([C:22]2[CH:27]=[CH:26][CH:25]=[CH:24][CH:23]=2)[CH:19]=[CH:18][C:10]=1[C:11]([O:13][C:14]([CH3:17])([CH3:16])[CH3:15])=[O:12].[F:28][C:29]1[CH:34]=[CH:33][C:32](I)=[CH:31][CH:30]=1.C(=O)([O-])[O-].[Cs+].[Cs+]>C([O-])(=O)C.[Pd+2].C([O-])(=O)C.C1(P(C2C=CC=CC=2)C2C=CC3C(=CC=CC=3)C=2C2C3C(=CC=CC=3)C=CC=2P(C2C=CC=CC=2)C2C=CC=CC=2)C=CC=CC=1.C(OCC)(=O)C.O>[F:28][C:29]1[CH:34]=[CH:33][C:32]([NH:8][C:9]2[CH:21]=[C:20]([C:22]3[CH:23]=[CH:24][CH:25]=[CH:26][CH:27]=3)[CH:19]=[CH:18][C:10]=2[C:11]([O:13][C:14]([CH3:17])([CH3:16])[CH3:15])=[O:12])=[CH:31][CH:30]=1 |f:3.4.5,6.7.8|. Procedure: To toluene 7.5 mL solution of tert-butyl 2-amino-4-phenylbenzoate 0.50 g were added 1-fluoro-4-iodobenzene 0.22 mL, cesium carbonate 1.3 g, palladium acetate 4.3 mg and rac-2,2′-bis(diphenylphosphino)-1,1′-binaphthyl 12 mg at room temperature, and it was heated and refluxed for 4 hours. After the reaction mixture was cooled to room temperature, palladium acetate 4.3 mg and rac-2,2′-bis(diphenylphosphino)-1,1′-binaphthyl 12 mg were added to it, and it was heated and refluxed for 13 hours. After t... The reactants are CC(C)C(=O)Cl, CCN(C(C)C)C(C)C, ClCCl, COC(=O)c1ccc2c(c1)CC(C)(C)C(c1ccc(N)cc1)N2. The product is COC(=O)c1ccc2c(c1)CC(C)(C)C(c1ccc(NC(=O)C(C)C)cc1)N2. RXN SMILES: [C:33]([CH:34]([CH3:35])[CH3:36])(=[O:37])[Cl:38].[CH:24]([N:25]([CH2:26][CH3:27])[CH:28]([CH3:29])[CH3:30])([CH3:31])[CH3:32].[Cl:39][CH2:40][Cl:41].[NH2:1][c:2]1[cH:3][cH:4][c:5]([CH:8]2[NH:9][c:10]3[cH:11][cH:12][c:13]([C:20](=[O:21])[O:22][CH3:23])[cH:14][c:15]3[CH2:16][C:17]2([CH3:18])[CH3:19])[cH:6][cH:7]1>>[NH:1]([c:2]1[cH:3][cH:4][c:5]([CH:8]2[NH:9][c:10]3[cH:11][cH:12][c:13]([C:20](=[O:21])[O:22][CH3:23])[cH:14][c:15]3[CH2:16][C:17]2([CH3:18])[CH3:19])[cH:6][cH:7]1)[C:33]([CH:34]([CH3:35])[CH3:36])=[O:37].